From a dataset of the Open Reaction Database (ORD), a public repository of structured organic reaction records. describe an organic reaction: reactants, conditions, products, and yield The reactants are BrCc1ccccc1, O=C([O-])[O-], CCCC[N+](CCCC)(CCCC)CCCC, CN(C)C=O, [Cs+], [Cs+], O=[N+]([O-])c1ccc(O)cc1F, [I-]. Product: O=[N+]([O-])c1ccc(OCc2ccccc2)cc1F. As a reaction SMILES: [Br:12][CH2:13][c:14]1[cH:15][cH:16][cH:17][cH:18][cH:19]1.[C:20](=[O:21])([O-:22])[O-:23].[CH2:27]([N+:28]([CH2:29][CH2:30][CH2:31][CH3:32])([CH2:33][CH2:34][CH2:35][CH3:36])[CH2:37][CH2:38][CH2:39][CH3:40])[CH2:41][CH2:42][CH3:43].[CH3:44][N:45]([CH3:46])[CH:47]=[O:48].[Cs+:24].[Cs+:25].[F:1][c:2]1[cH:3][c:4]([OH:11])[cH:5][cH:6][c:7]1[N+:8](=[O:9])[O-:10].[I-:26]>>[F:1][c:2]1[cH:3][c:4]([O:11][CH2:13][c:14]2[cH:15][cH:16][cH:17][cH:18][cH:19]2)[cH:5][cH:6][c:7]1[N+:8](=[O:9])[O-:10]. Reactants: B(O)(O)O (Boric acid), OCC(O)CO (glycerol). Run in C1(=CC=CC=C1)C (toluene). Reaction conditions: time 8 hour. Product: B(O)(O)O.OCC(O)CO.OCC(O)CO (diglycerol borate). The yield is 73.4%. As a reaction SMILES: [B:1]([OH:4])([OH:3])[OH:2].[OH:5][CH2:6][CH:7]([CH2:9][OH:10])[OH:8]>C1(C)C=CC=CC=1>[B:1]([OH:4])([OH:3])[OH:2].[OH:5][CH2:6][CH:7]([CH2:9][OH:10])[OH:8].[OH:5][CH2:6][CH:7]([CH2:9][OH:10])[OH:8] |f:3.4.5|. Procedure details: was prepared as follows. Boric acid (10.3 grams) and glycerol (30.6 grams) were added to a 250 milliliter flask. One hundred fifty milliliters of toluene was then added. The reaction was allowed to proceed overnight at 110° C., and the byproduct water (˜9 grams) was continuously removed from the reaction by azeotropic distillation. The final solution was evaporated to remove toluene under vacuum, and a viscous liquid product (˜30 grams) of diglycerol borate was obtained. The reactants are CC(C)(C)[Si](C)(C)Cl, C#CCCCCO, CN(C)C=O, O, c1c[nH]cn1. Yields the product C#CCCCCO[Si](C)(C)C(C)(C)C. As a reaction SMILES: [C:13]([CH3:14])([CH3:15])([CH3:16])[Si:17]([CH3:18])([CH3:19])[Cl:20].[CH2:1]([CH2:2][CH2:3][CH2:4][C:5]#[CH:6])[OH:7].[CH3:22][N:23]([CH3:24])[CH:25]=[O:26].[OH2:21].[nH:8]1[cH:9][cH:10][n:11][cH:12]1>>[CH2:1]([CH2:2][CH2:3][CH2:4][C:5]#[CH:6])[O:7][Si:17]([C:13]([CH3:14])([CH3:15])[CH3:16])([CH3:18])[CH3:19]. Reactants: ClCCl, COc1ccc(CSC2CC(C(=O)N(C)C)N(C)C2)cc1, COS(=O)(=O)F. Product: COc1ccc(CSC2CC(C(=O)N(C)C)[N+](C)(C)C2)cc1, O=S(=O)([O-])F. RXN SMILES: [CH2:28]([Cl:29])[Cl:30].[CH3:7][N:8]([C:9](=[O:10])[CH:11]1[N:12]([CH3:26])[CH2:13][CH:14]([S:16][CH2:17][c:18]2[cH:19][cH:20][c:21]([O:24][CH3:25])[cH:22][cH:23]2)[CH2:15]1)[CH3:27].[F:1][S:2](=[O:3])(=[O:4])[O:5][CH3:6]>>[CH3:6][N+:12]1([CH3:26])[CH:11]([C:9]([N:8]([CH3:7])[CH3:27])=[O:10])[CH2:15][CH:14]([S:16][CH2:17][c:18]2[cH:19][cH:20][c:21]([O:24][CH3:25])[cH:22][cH:23]2)[CH2:13]1.[F:1][S:2](=[O:3])(=[O:4])[O-:5]. Starting materials: CC(CN1CC(CCC1)C)CC1=CC=CC=C1 (1-(2-methyl-3-phenyl-propyl)-3-methyl-piperidine). Run in C(C)(C)(C)O (tert.butanol). Yields the product C(C)(C)(C)C1=CC=C(C=C1)CC(CN1CC(CCC1)C)C (1-[3-(p-tert.butyl-phenyl)-2-methyl-propyl]-3-methyl-piperidine). As a reaction SMILES: [CH3:1][CH:2]([CH2:11][C:12]1[CH:17]=[CH:16][CH:15]=[CH:14][CH:13]=1)[CH2:3][N:4]1[CH2:9][CH2:8][CH2:7][CH:6]([CH3:10])[CH2:5]1>C(O)(C)(C)C>[C:2]([C:15]1[CH:14]=[CH:13][C:12]([CH2:11][CH:2]([CH3:1])[CH2:3][N:4]2[CH2:9][CH2:8][CH2:7][CH:6]([CH3:10])[CH2:5]2)=[CH:17][CH:16]=1)([CH3:11])([CH3:3])[CH3:1]. Procedure details: 1-[3-(p-tert.butyl-phenyl)-2-methyl-propyl]-3-methyl-piperidine, b.p. 116° C./0.02 Torr is prepared from 1-(2-methyl-3-phenyl-propyl)-3-methyl-piperidine and tert.butanol;